From a dataset of the Open Reaction Database (ORD), a public repository of structured organic reaction records. describe an organic reaction: reactants, conditions, products, and yield Starting materials: COC(=O)CCCCC=CC1=CC(SCCO)CC1=O, CN([SiH](C)C)[Si](C)(C)C, C[Si](C)(C)Cl, c1ccncc1. The product is COC(=O)CCCCC=CC1=CC(SCCO[Si](C)(C)C)CC1=O. As a reaction SMILES: [C:1](=[O:2])([O:3][CH3:4])[CH2:5][CH2:6][CH2:7][CH2:8][CH:9]=[CH:10][C:11]1=[CH:15][CH:14]([S:16][CH2:17][CH2:18][OH:19])[CH2:13][C:12]1=[O:20].[CH3:21][SiH:22]([CH3:23])[N:28]([Si:24]([CH3:25])([CH3:26])[CH3:27])[CH3:29].[Cl:30][Si:31]([CH3:32])([CH3:33])[CH3:34].[cH:35]1[cH:36][cH:37][n:38][cH:39][cH:40]1>>[C:1](=[O:2])([O:3][CH3:4])[CH2:5][CH2:6][CH2:7][CH2:8][CH:9]=[CH:10][C:11]1=[CH:15][CH:14]([S:16][CH2:17][CH2:18][O:19][Si:24]([CH3:25])([CH3:26])[CH3:27])[CH2:13][C:12]1=[O:20].